The task is: describe an organic reaction: reactants, conditions, products, and yield. This data is from the Open Reaction Database (ORD), a public repository of structured organic reaction records. Reactants: CCSC(=O)c1ccnc(Br)c1, N#Cc1c(F)cccc1[Zn+], Cc1ccccc1, [I-], CC(=O)[O-], CC(=O)[O-], [Pd+2]. The product is N#Cc1c(F)cccc1C(=O)c1ccnc(Br)c1. As a reaction SMILES: [Br:1][c:2]1[n:3][cH:4][cH:5][c:6]([C:8]([S:9][CH2:10][CH3:11])=[O:12])[cH:7]1.[C:14](#[N:15])[c:16]1[c:17]([Zn+:23])[cH:18][cH:19][cH:20][c:21]1[F:22].[CH3:24][c:25]1[cH:26][cH:27][cH:28][cH:29][cH:30]1.[I-:13].[O-:32][C:33]([CH3:34])=[O:35].[O-:36][C:37]([CH3:38])=[O:39].[Pd+2:31]>>[Br:1][c:2]1[n:3][cH:4][cH:5][c:6]([C:8](=[O:12])[c:17]2[c:16]([C:14]#[N:15])[c:21]([F:22])[cH:20][cH:19][cH:18]2)[cH:7]1. The reactants are [Al+3], CCOCC, [H-], [H-], [H-], [H-], [Li+], C1CCCNCC1, O=C(Cl)CC(c1ccccc1)(c1ccccc1)c1ccccc1. Yields the product c1ccc(C(CCN2CCCCCC2)(c2ccccc2)c2ccccc2)cc1. RXN SMILES: [Al+3:32].[CH2:37]([O:38][CH2:39][CH3:40])[CH3:41].[H-:31].[H-:34].[H-:35].[H-:36].[Li+:33].[NH:24]1[CH2:25][CH2:26][CH2:27][CH2:28][CH2:29][CH2:30]1.[c:1]1([C:7]([CH2:8][C:9]([Cl:10])=[O:11])([c:12]2[cH:13][cH:14][cH:15][cH:16][cH:17]2)[c:18]2[cH:19][cH:20][cH:21][cH:22][cH:23]2)[cH:2][cH:3][cH:4][cH:5][cH:6]1>>[c:1]1([C:7]([CH2:8][CH2:9][N:24]2[CH2:25][CH2:26][CH2:27][CH2:28][CH2:29][CH2:30]2)([c:12]2[cH:13][cH:14][cH:15][cH:16][cH:17]2)[c:18]2[cH:19][cH:20][cH:21][cH:22][cH:23]2)[cH:2][cH:3][cH:4][cH:5][cH:6]1. The reactants are Cl.CC1NC(CC(C1)C1=NC=C2C(N1)=CC=N2)C2=CC=CC=C2 (2-Methyl-6-phenyl-4-piperidylpyrrolo[3,2-d]pyrimidine Hydrochloride), C(C)(=O)OC(C)=O (acetic anhydride), C(=O)([O-])[O-].[K+].[K+] (K2CO3), 4—N,N-dimethylaminopyridine. Run in CN(C)C=O (DMF). Run at temperature 110 celsius, time 8 hour. Yields the product C(C)(=O)C=1C=NC=2C1NC(=NC2)C2CC(NC(C2)C2=CC=CC=C2)C (7-Acetyl-2-methyl-6-phenyl-4-piperidylpyrrolo[3,2-d]pyrimidine). The yield is 22.9%. RXN SMILES: Cl.[CH3:2][CH:3]1[CH2:8][CH:7]([C:9]2[NH:14][C:13]3=[CH:15][CH:16]=[N:17][C:12]3=[CH:11][N:10]=2)[CH2:6][CH:5]([C:18]2[CH:23]=[CH:22][CH:21]=[CH:20][CH:19]=2)[NH:4]1.[C:24](OC(=O)C)(=[O:26])[CH3:25].C([O-])([O-])=O.[K+].[K+]>CN(C=O)C>[C:24]([C:15]1[CH:16]=[N:17][C:12]2[C:13]=1[NH:14][C:9]([CH:7]1[CH2:6][CH:5]([C:18]3[CH:23]=[CH:22][CH:21]=[CH:20][CH:19]=3)[NH:4][CH:3]([CH3:2])[CH2:8]1)=[N:10][CH:11]=2)(=[O:26])[CH3:25] |f:0.1,3.4.5|. Reported procedure: A mixture of 2-methyl-6-phenyl-4-piperidylpyrrolo[3,2-d]pyridine (Example 35) (50 mg, 0.17 mmol), acetic anhydride (Aldrich Chemical Company) (168 mg, 1.64 mmol, 9.7 eq), K2CO3 (227 mg, 1.64 mmol, 9.7 eq) and 4—N,N-dimethylaminopyridine (2.6 mg, 0.021 mmol, 0.12 eq) in anhydrous DMF (2.0 mL) was stirred under N2 at 110° C. overnight. After cooling to the room temperature, the reaction was quenched by the addition of saturated NaHCO3 (5 mL) and extracted with CHCl3 (3×30 mL). The organic layers w... The reactants are C(C)O[C@H](C(=O)OCC)CC1=CC=C(C=C1)OC\C=C(/C)\C1=CC=C(C=C1)C1=C(C=CC(=C1)Cl)OC ((E)-(S)-Ethyl 2-Ethoxy-3-{4-[3-(5′-chloro-2′-methoxy-biphenyl-4-yl)-but-2-enyloxy]-phenyl}-propionate), [OH-].[Na+] (sodium hydroxide). Yields the product ClC=1C=CC(=C(C1)C1=CC=C(C=C1)/C(=C/COC1=CC=C(C=C1)C[C@@H](C(=O)O)OCC)/C)OC ((E)-(S)-3-{4-[3-(5′-chloro-2′-methoxy-biphenyl-4-yl)-but-2-enyloxy]-phenyl}-2-ethoxy-propionic acid). Reaction SMILES: [CH2:1]([O:3][C@@H:4]([CH2:10][C:11]1[CH:16]=[CH:15][C:14]([O:17][CH2:18]/[CH:19]=[C:20](/[C:22]2[CH:27]=[CH:26][C:25]([C:28]3[CH:33]=[C:32]([Cl:34])[CH:31]=[CH:30][C:29]=3[O:35][CH3:36])=[CH:24][CH:23]=2)\[CH3:21])=[CH:13][CH:12]=1)[C:5]([O:7]CC)=[O:6])[CH3:2].[OH-].[Na+]>>[Cl:34][C:32]1[CH:31]=[CH:30][C:29]([O:35][CH3:36])=[C:28]([C:25]2[CH:26]=[CH:27][C:22](/[C:20](/[CH3:21])=[CH:19]/[CH2:18][O:17][C:14]3[CH:15]=[CH:16][C:11]([CH2:10][C@H:4]([O:3][CH2:1][CH3:2])[C:5]([OH:7])=[O:6])=[CH:12][CH:13]=3)=[CH:23][CH:24]=2)[CH:33]=1 |f:1.2|. Procedure: The title compound was prepared from (E)-(S)-ethyl 2-ethoxy-3-{4-[3-(5′-chloro-2′-methoxy-biphenyl-4-yl)-but-2-enyloxy]-phenyl}-propionate (example 56) (0.47 g, 0.92 mmol) and sodium hydroxide (1M, 1.8 ml, 1.8 mmol) by a procedure analogous to that described in example 51, yielding (E)-(S)-3-{4-[3-(5′-chloro-2′-methoxy-biphenyl-4-yl)-but-2-enyloxy]-phenyl}-2-ethoxy-propionic acid as a colourless gum, which contained 0.2 mol equivalents of ethyl acetate; 0.43 g (98%). Starting materials: CCCCCC, CO, O=C(O)c1cc([N+](=O)[O-])ccc1F, O=S(=O)(O)O. Product: COC(=O)c1cc([N+](=O)[O-])ccc1F. Reaction SMILES: [CH3:19][CH2:20][CH2:21][CH2:22][CH2:23][CH3:24].[CH3:25][OH:26].[F:1][c:2]1[c:3]([C:4](=[O:5])[OH:6])[cH:7][c:8]([N+:11](=[O:12])[O-:13])[cH:9][cH:10]1.[S:14](=[O:15])(=[O:16])([OH:17])[OH:18]>>[F:1][c:2]1[c:3]([C:4](=[O:5])[O:6][CH3:19])[cH:7][c:8]([N+:11](=[O:12])[O-:13])[cH:9][cH:10]1. Starting materials: C(CCCC)(=O)Cl (valeryl chloride), ONC(=N)C=1N=NC(=CC1)N1CCN(CC1)C(C1=C(C=CC=C1)C(F)(F)F)=O (N-hydroxy-6-[4-(2-trifluoromethylbenzoyl)piperazin-1-yl]pyridazine-3-carboxamidine). Yields the product C(CCC)C1=NC(=NO1)C1=CC=C(N=N1)N1CCN(CC1)C(=O)C1=C(C=CC=C1)C(F)(F)F ({4-[6-(5-butyl[1,2,4]oxadiazol-3-yl)pyridazin-3-yl]piperazin-1-yl}-(2-trifluoromethylphenyl)methanone). Yield: 48.0%. RXN SMILES: [C:1](Cl)(=[O:6])[CH2:2][CH2:3][CH2:4][CH3:5].O[NH:9][C:10]([C:12]1[N:13]=[N:14][C:15]([N:18]2[CH2:23][CH2:22][N:21]([C:24](=[O:35])[C:25]3[CH:30]=[CH:29][CH:28]=[CH:27][C:26]=3[C:31]([F:34])([F:33])[F:32])[CH2:20][CH2:19]2)=[CH:16][CH:17]=1)=[NH:11]>>[CH2:2]([C:1]1[O:6][N:11]=[C:10]([C:12]2[N:13]=[N:14][C:15]([N:18]3[CH2:19][CH2:20][N:21]([C:24]([C:25]4[CH:30]=[CH:29][CH:28]=[CH:27][C:26]=4[C:31]([F:34])([F:33])[F:32])=[O:35])[CH2:22][CH2:23]3)=[CH:16][CH:17]=2)[N:9]=1)[CH2:3][CH2:4][CH3:5]. Procedure: Following the procedure as described in Example 4, making variations only as required to use valeryl chloride in place of propionyl chloride to react with N-hydroxy-6-[4-(2-trifluoromethylbenzoyl)piperazin-1-yl]pyridazine-3-carboxamidine, the title compound was obtained as white crystals in 48% yield (0.110 g). m.p. 175° C. 1H NMR (300 MHz, CDCl3) 7.90 (d, J=9.3 Hz, 1H), 7.75 (d, J=7.6 Hz, 1H), 7.67-7.48 (m, 2H), 7.30 (d, J=7.5 Hz, 1H), 7.00 (d, J=9.3 Hz, 1H), 4.15-3.65 (m, 6H), 3.32 7.30 (t, J=... Reactants: OC(CCc1ccc(Cl)cc1)Cn1ccnc1, O=S(Cl)Cl. Product: Clc1ccc(CCC(Cl)Cn2ccnc2)cc1. Reaction SMILES: [OH:1][CH:2]([CH2:3][n:4]1[cH:5][n:6][cH:7][cH:8]1)[CH2:9][CH2:10][c:11]1[cH:12][cH:13][c:14]([Cl:17])[cH:15][cH:16]1.[S:18]([Cl:19])([Cl:20])=[O:21]>>[CH:2]([CH2:3][n:4]1[cH:5][n:6][cH:7][cH:8]1)([CH2:9][CH2:10][c:11]1[cH:12][cH:13][c:14]([Cl:17])[cH:15][cH:16]1)[Cl:20].